From a dataset of the Open Reaction Database (ORD), a public repository of structured organic reaction records. describe an organic reaction: reactants, conditions, products, and yield Reactants: C1(CCCCC1)[Mg]Cl (cyclohexyl magnesium chloride), C(C)OC(=O)C=1C=NN(C1)C1=NC2=CC(=C(C=C2C(N1)=O)Br)F (1-(6-bromo-7-fluoro-4-oxo-3,4-dihydro-quinazolin-2-yl)-1H-pyrazole-4-carboxylic acid ethyl ester), Cl (HCl), solution, CCOCC (ether), solution, CCOCC (ether). Reagents/catalysts: C(C)(=O)[O-].[Pd+2].C(C)(=O)[O-] (palladium acetate), [Cl-].[Cl-].[Zn+2] (ZnCl2). Solvent: C1CCOC1 (THF), CCO (EtOH), C1CCOC1 (THF). Conditions: time 8 hour. Yields the product C(C)OC(=O)C=1C=NN(C1)C1=NC2=CC(=C(C=C2C(N1)=O)C1CCCCC1)F (1-(6-cyclohexyl-7-fluoro-4-oxo-3,4-dihydro-quinazolin-2-yl)-1H-pyrazole-4-carboxylic acid ethyl ester). The yield is 54.0%. RXN SMILES: CCOCC.[CH:6]1([Mg]Cl)[CH2:11][CH2:10][CH2:9][CH2:8][CH2:7]1.[CH2:14]([O:16][C:17]([C:19]1[CH:20]=[N:21][N:22]([C:24]2[NH:33][C:32](=[O:34])[C:31]3[C:26](=[CH:27][C:28]([F:36])=[C:29](Br)[CH:30]=3)[N:25]=2)[CH:23]=1)=[O:18])[CH3:15].Cl>[Cl-].[Cl-].[Zn+2].C([O-])(=O)C.[Pd+2].C([O-])(=O)C.CCO.C1COCC1>[CH2:14]([O:16][C:17]([C:19]1[CH:20]=[N:21][N:22]([C:24]2[NH:33][C:32](=[O:34])[C:31]3[C:26](=[CH:27][C:28]([F:36])=[C:29]([CH:6]4[CH2:11][CH2:10][CH2:9][CH2:8][CH2:7]4)[CH:30]=3)[N:25]=2)[CH:23]=1)=[O:18])[CH3:15] |f:4.5.6,7.8.9|. Procedure details: To THF (5 mL), a 1M solution of ZnCl2 in ether (5.00 mL, 5.00 mmol) was added followed by a 2M solution of cyclohexyl magnesium chloride in ether (2.50 mL, 5.00 mmol). The reaction mixture was stirred overnight at room temperature and the stirring was stopped until all of the precipitate settled to the bottom of the flask. In a different flask, THF (4 mL) was added to a mixture of palladium acetate (11.8 mg, 0.053 mmol), Ru-Phos (48.9 mg, 0.105 mmol) and 1-(6-bromo-7-fluoro-4-oxo-3,4-dihydro-qui... Reactants: C(C)(C)OC(=O)C1=NC=CC=C1C(=O)N1CC(N(C(C1)=O)CC1=CC=C(C=C1)F)=O (3-[4-(4-Fluoro-benzyl)-3,5-dioxo-piperazine-1-carbonyl]-pyridine-2-carboxylic acid isopropyl ester), C[O-].[Na+] (NaOMe). The product is FC1=CC=C(CN2C(CN3C(C=4C=CC=NC4C(=C3C2=O)O)=O)=O)C=C1 (7-(4-Fluoro-benzyl)-9-hydroxy-1,7,10a-triaza-anthracene-6,8,10-trione). RXN SMILES: C([O:4][C:5]([C:7]1[C:12]([C:13]([N:15]2[CH2:20][C:19](=[O:21])[N:18]([CH2:22][C:23]3[CH:28]=[CH:27][C:26]([F:29])=[CH:25][CH:24]=3)[C:17](=[O:30])[CH2:16]2)=[O:14])=[CH:11][CH:10]=[CH:9][N:8]=1)=O)(C)C.C[O-].[Na+]>>[F:29][C:26]1[CH:27]=[CH:28][C:23]([CH2:22][N:18]2[C:17](=[O:30])[C:16]3[N:15]([C:13](=[O:14])[C:12]4[CH:11]=[CH:10][CH:9]=[N:8][C:7]=4[C:5]=3[OH:4])[CH2:20][C:19]2=[O:21])=[CH:24][CH:25]=1 |f:1.2|. Procedure: A solution of 31 (5 mg, 0.01 mmol) in 0.3 mL of dry 0.5 M NaOMe was stirred at ambient temperature for 15 minutes when a yellow precipitate formed. The solvent was removed in vacuo and the solid was dissolved in a mixture of CH2Cl2— 1N HCl. The layers were separated and the aqueous layer was washed with CH2Cl2. The organic solvent was removed to provide an off-white solid. The product 32 was purified by trituration using CH2Cl2 and hexane. 1H NMR (300 MHz, CDCl3) δ 5.01 (s, 2H), 5.16 (s, 2H), 7.... The reactants are ClCCCN1C(CCC2=CC(=C(C=C12)F)C)=O (1-(3-Chloropropyl)-7-fluoro-6-methyl-3,4-dihydro-1H-quinolin-2-one), C(CCC)C1CCNCC1 (4-butylpiperidine), [Na+].[I-] (NaI), C(=O)([O-])[O-].[K+].[K+] (K2CO3). Conditions: time 20 hour. Yield: 33.9%. Yields the product C(CCC)C1CCN(CC1)CCCN1C(CCC2=CC(=C(C=C12)F)C)=O (1-[3-(4-Butylpiperidin-1-yl)propyl]-7-fluoro-6-methyl-3,4-dihydro-1H-quinolin-2-one). Reaction SMILES: Cl[CH2:2][CH2:3][CH2:4][N:5]1[C:14]2[C:9](=[CH:10][C:11]([CH3:16])=[C:12]([F:15])[CH:13]=2)[CH2:8][CH2:7][C:6]1=[O:17].[CH2:18]([CH:22]1[CH2:27][CH2:26][NH:25][CH2:24][CH2:23]1)[CH2:19][CH2:20][CH3:21].[Na+].[I-].C([O-])([O-])=O.[K+].[K+]>CC#N>[CH2:18]([CH:22]1[CH2:27][CH2:26][N:25]([CH2:2][CH2:3][CH2:4][N:5]2[C:14]3[C:9](=[CH:10][C:11]([CH3:16])=[C:12]([F:15])[CH:13]=3)[CH2:8][CH2:7][C:6]2=[O:17])[CH2:24][CH2:23]1)[CH2:19][CH2:20][CH3:21] |f:2.3,4.5.6|. Run in CC#N (MeCN). Reported procedure: A 4 mL vial was charged with 1-(3-chloropropyl)-7-fluoro-6-methyl-3,4-dihydro-1H-quinolin-2-one (112KK01) (0.047 g, 0.18 mmol), 4-butylpiperidine (0.039 g, 0.28 mmol), NaI (0.100 g, 0.67 mmol), and K2CO3 (0.075 g, 0.54 mmol) in MeCN (2 mL) and shaken at 50° for 20 h. The reaction mixture was quenched with water, and the product extracted into EtOAc. The combined organic layers were purified by cation exchange CC followed by purification by flash CC (SiO2; MeOH/DCM 1:10) to give the title compoun... The reactants are CC(C)=C(C)C, Cl[SiH](Cl)Cl, N#CC1(N=NC2(C#N)CCCCC2)CCCCC1. Yields the product CC(C)C(C)(C)[Si](Cl)(Cl)Cl. RXN SMILES: [CH3:1][C:2]([CH3:3])=[C:4]([CH3:5])[CH3:6].[Cl:7][SiH:8]([Cl:9])[Cl:10].[N:11]([C:12]1([C:13]#[N:14])[CH2:15][CH2:16][CH2:17][CH2:18][CH2:19]1)=[N:20][C:21]1([C:22]#[N:23])[CH2:24][CH2:25][CH2:26][CH2:27][CH2:28]1>>[CH3:1][C:2]([CH3:3])([CH:4]([CH3:5])[CH3:6])[Si:8]([Cl:7])([Cl:9])[Cl:10]. Reactants: C(OC(Cl)(Cl)Cl)(OC(Cl)(Cl)Cl)=O (bis(trichloromethyl) carbonate), NCC1CC1 (aminomethyl cyclopropane), [C@H]1(CCC2=CC=CC=C12)NC1=NC2=CC=C(C=C2C=C1)N ((R)—N2-indan-1-yl-quinoline-2,6-diamine). The product is C1(CC1)CNC(=O)NC=1C=C2C=CC(=NC2=CC1)N[C@@H]1CCC2=CC=CC=C12 (1-Cyclopropylmethyl-3-[2-((R)-indan-1-ylamino)-quinolin-6-yl]-urea). As a reaction SMILES: [C:1](=[O:12])(OC(Cl)(Cl)Cl)OC(Cl)(Cl)Cl.[NH2:13][CH2:14][CH:15]1[CH2:17][CH2:16]1.[C@H:18]1([NH:27][C:28]2[CH:37]=[CH:36][C:35]3[C:30](=[CH:31][CH:32]=[C:33]([NH2:38])[CH:34]=3)[N:29]=2)[C:26]2[C:21](=[CH:22][CH:23]=[CH:24][CH:25]=2)[CH2:20][CH2:19]1>>[CH:15]1([CH2:14][NH:13][C:1]([NH:38][C:33]2[CH:34]=[C:35]3[C:30](=[CH:31][CH:32]=2)[N:29]=[C:28]([NH:27][C@H:18]2[C:26]4[C:21](=[CH:22][CH:23]=[CH:24][CH:25]=4)[CH2:20][CH2:19]2)[CH:37]=[CH:36]3)=[O:12])[CH2:17][CH2:16]1. Procedure details: The title compound was prepared in accordance with the general method 4 described in example 16 from bis(trichloromethyl) carbonate, aminomethyl cyclopropane and (R)—N2-indan-1-yl-quinoline-2,6-diamine; MS: m/e=373.5 (M+H+). Reactants: NC1=C(C(=O)NC)C=C(C(=C1)F)Br (2-amino-5-bromo-4-fluoro-N-methylbenzamide), OCCCN1N=CC(=C1)C=1C=CC(=C2C(N(CC12)C)=O)NC1=NC(=NC=C1C(F)(F)F)NC1=C(C=C(CP(OCC)(OCC)=O)C=C1)OC (diethyl (4-{[4-({7-[1-(3-hydroxypropyl)-1H-pyrazol-4-yl]-2-methyl-3-oxo-2,3-dihydro-1H-isoindol-4-yl}amino)-5-(trifluoromethyl)pyrimidin-2-yl]amino}-3-methoxybenzyl)phosphonate), NC1=C(C(=O)NC)C=C(C(=C1)F)Br (2-amino-5-bromo-4-fluoro-N-methylbenzamide). Product: BrC1=CC(=C(C=C1F)NC1=NC(=NC=C1C(F)(F)F)NC1=C(C=C(CP(OCC)(OCC)=O)C=C1)OC)C(NC)=O (Diethyl (4-{[4-{[4-bromo-5-fluoro-2-(methylcarbamoyl)phenyl]amino}-5-(trifluoromethyl)pyrimidin-2-yl]amino}-3-methoxybenzyl)phosphonate), white solid. Yield: 88.0%. Reaction SMILES: OCCCN1C=C(C2C=CC(N[C:22]3[C:27]([C:28]([F:31])([F:30])[F:29])=[CH:26][N:25]=[C:24]([NH:32][C:33]4[CH:47]=[CH:46][C:36]([CH2:37][P:38](=[O:45])([O:42][CH2:43][CH3:44])[O:39][CH2:40][CH3:41])=[CH:35][C:34]=4[O:48][CH3:49])[N:23]=3)=C3C=2CN(C)C3=O)C=N1.[NH2:50][C:51]1[CH:60]=[C:59]([F:61])[C:58]([Br:62])=[CH:57][C:52]=1[C:53]([NH:55][CH3:56])=[O:54]>>[Br:62][C:58]1[C:59]([F:61])=[CH:60][C:51]([NH:50][C:26]2[C:27]([C:28]([F:29])([F:30])[F:31])=[CH:22][N:23]=[C:24]([NH:32][C:33]3[CH:47]=[CH:46][C:36]([CH2:37][P:38](=[O:45])([O:42][CH2:43][CH3:44])[O:39][CH2:40][CH3:41])=[CH:35][C:34]=3[O:48][CH3:49])[N:25]=2)=[C:52]([C:53](=[O:54])[NH:55][CH3:56])[CH:57]=1. Procedure: Prepared analogously to Compound 1B replacing Compound 1C with 2-amino-5-bromo-4-fluoro-N-methylbenzamide (Compound 7D, 0.327 g, 1.32 mmol) to afford the title compound as 642 mg of a white solid (88% yield). 1H NMR (DMSO-d6, 400 MHz): δ 11.94 (br. s., 1H), 9.15 (br. s., 1H), 8.88 (d, J=4.6 Hz, 1H), 8.53 (br. s., 1H), 8.42 (s, 1H), 8.08 (d, J=7.8 Hz, 1H), 7.47 (d, J=7.6 Hz, 1H), 7.02 (s, 1H), 6.82-6.90 (m, 1H), 3.93-4.02 (m, 4H), 3.77 (s, 3H), 3.18-3.27 (m, 2H), 2.77 (d, J=4.3 Hz, 3H), 1.19 (t, ... The reactants are C([O-])([O-])=O.[K+].[K+] (potassium carbonate), CS(=O)(=O)C1=NC(=CC(=N1)OC)OC (2-methanesulfonyl-4,6-dimethoxypyrimidine), C(#N)CC(=O)OC(C)(C)C (tert-butyl cyanoacetate). Solvent: CN(C=O)C (N,N-dimethylformamide). Reaction conditions: temperature 70 celsius, time 4 hour. Product: C(#N)C(C(=O)OC(C)(C)C)C1=NC(=CC(=N1)OC)OC (tert-butyl 2-cyano-2-(4,6-dimethoxypyrimidin-2-yl)acetate). Reaction SMILES: C(=O)([O-])[O-].[K+].[K+].CS([C:11]1[N:16]=[C:15]([O:17][CH3:18])[CH:14]=[C:13]([O:19][CH3:20])[N:12]=1)(=O)=O.[C:21]([CH2:23][C:24]([O:26][C:27]([CH3:30])([CH3:29])[CH3:28])=[O:25])#[N:22]>CN(C)C=O>[C:21]([CH:23]([C:11]1[N:16]=[C:15]([O:17][CH3:18])[CH:14]=[C:13]([O:19][CH3:20])[N:12]=1)[C:24]([O:26][C:27]([CH3:30])([CH3:29])[CH3:28])=[O:25])#[N:22] |f:0.1.2|. Procedure details: Into a 100-ml eggplant-shaped flask equipped with a magnetic stirrer and a reflux condenser were added 6.08 g (44 mmol) of potassium carbonate, 4.36 g (20 mmol) of 2-methanesulfonyl-4,6-dimethoxypyrimidine, 3.11 g (22 mmol) of tert-butyl cyanoacetate and 10 ml of N,N-dimethylformamide. The system inside was purged with nitrogen and stirred for 2 hours at 60° C. and for 4 hours at 70° C. The reaction slurry was cooled to room temperature and poured into 30 ml of a 5% aqueous hydrochloric acid sol...